From a dataset of the Open Reaction Database (ORD), a public repository of structured organic reaction records. describe an organic reaction: reactants, conditions, products, and yield Product: CS(=O)(=O)c1cc(C(=O)N=C(N)N)ccc1Oc1ccc(=O)[nH]n1. Reaction SMILES: [C:22]([c:23]1[nH:24][cH:25][cH:26][n:27]1)([c:28]1[nH:29][cH:30][cH:31][n:32]1)=[O:33].[CH2:38]1[O:39][CH2:40][CH2:41][CH2:42]1.[CH3:1][S:2](=[O:3])(=[O:4])[c:5]1[cH:6][c:7]([C:8](=[O:9])[OH:10])[cH:11][cH:12][c:13]1[O:14][c:15]1[n:16][nH:17][c:18](=[O:21])[cH:19][cH:20]1.[NH2:34][C:35]([NH2:36])=[NH:37]>>[CH3:1][S:2](=[O:3])(=[O:4])[c:5]1[cH:6][c:7]([C:8](=[O:9])[N:34]=[C:35]([NH2:36])[NH2:37])[cH:11][cH:12][c:13]1[O:14][c:15]1[n:16][nH:17][c:18](=[O:21])[cH:19][cH:20]1. Starting materials: O=C(c1ncc[nH]1)c1ncc[nH]1, C1CCOC1, CS(=O)(=O)c1cc(C(=O)O)ccc1Oc1ccc(=O)[nH]n1, N=C(N)N. Reactants: CS(=O)(=O)OCC1CC=2N(C3=CC=CC=C3C2C=2C(NC(C2C2=CN(C3=CC=CC=C23)C)=O)=O)CC1 (3-[6,7,8,9-tetrahydro-8-(methylsulphonyloxymethyl)pyrido[1,2-a]indol-10-yl]-4-(1-methyl-3-indolyl)-1H-pyrrole-2,5-dione), NC(=S)N (thiourea). Run in CN(C=O)C (dimethylformamide). Product: CS(=O)(=O)O.C(N)(=N)SCC1CC=2N(C3=CC=CC=C3C2C=2C(NC(C2C2=CN(C3=CC=CC=C23)C)=O)=O)CC1 (3-[8-[(amidinothio)methyl]-6,7,8,9-tetrahydropyrido[1,2-a]-indol-10-yl]-4-(1-methyl-3-indolyl)-1H-pyrrole-2,5-dione methanesulfonate). The yield is 69.5%. RXN SMILES: [CH3:1][S:2]([O:5][CH2:6][CH:7]1[CH2:36][CH2:35][N:10]2[C:11]3[C:16]([C:17]([C:18]4[C:19](=[O:34])[NH:20][C:21](=[O:33])[C:22]=4[C:23]4[C:31]5[C:26](=[CH:27][CH:28]=[CH:29][CH:30]=5)[N:25]([CH3:32])[CH:24]=4)=[C:9]2[CH2:8]1)=[CH:15][CH:14]=[CH:13][CH:12]=3)(=[O:4])=[O:3].[NH2:37][C:38]([NH2:40])=[S:39]>CN(C)C=O>[CH3:1][S:2]([OH:5])(=[O:4])=[O:3].[C:38]([S:39][CH2:6][CH:7]1[CH2:36][CH2:35][N:10]2[C:11]3[C:16]([C:17]([C:18]4[C:19](=[O:34])[NH:20][C:21](=[O:33])[C:22]=4[C:23]4[C:31]5[C:26](=[CH:27][CH:28]=[CH:29][CH:30]=5)[N:25]([CH3:32])[CH:24]=4)=[C:9]2[CH2:8]1)=[CH:15][CH:14]=[CH:13][CH:12]=3)(=[NH:37])[NH2:40] |f:3.4|. Reported procedure: A solution of 100 mg of the pyrroledione product of Example 6 and 75 mg of thiourea in 5 ml of dimethylformamide was heated to 80° C. under a nitrogen atmosphere for 18 hours. The solvent was removed by evaporation and the residue was purified by chromatography on silica gel with dichloromethane/methanol/acetic acid/water (90:18:3:2). The residue was triturated with ethyl acetate to give 80 mg of 3-[8-[(amidinothio)methyl]-6,7,8,9-tetrahydropyrido[1,2-a]-indol-10-yl]-4-(1-methyl-3-indolyl)-1H-py... Yields the product CCN(Cc1cc(C(F)(F)F)ccc1-c1cc(CC(=O)O)ccc1OCc1ccccc1)C(=O)OCc1ccccc1. The reactants are CCOC(=O)Cc1ccc(OCc2ccccc2)c(-c2ccc(C(F)(F)F)cc2CN(CC)C(=O)OCc2ccccc2)c1, CO, Cl, [Li+], [OH-]. RXN SMILES: [CH2:1]([CH3:2])[O:3][C:4]([CH2:5][c:6]1[cH:7][c:8](-[c:20]2[c:21]([CH2:30][N:31]([CH2:32][CH3:33])[C:34](=[O:35])[O:36][CH2:37][c:38]3[cH:39][cH:40][cH:41][cH:42][cH:43]3)[cH:22][c:23]([C:26]([F:27])([F:28])[F:29])[cH:24][cH:25]2)[c:9]([O:12][CH2:13][c:14]2[cH:15][cH:16][cH:17][cH:18][cH:19]2)[cH:10][cH:11]1)=[O:44].[CH3:48][OH:49].[ClH:47].[Li+:46].[OH-:45]>>[O:3]=[C:4]([CH2:5][c:6]1[cH:7][c:8](-[c:20]2[c:21]([CH2:30][N:31]([CH2:32][CH3:33])[C:34](=[O:35])[O:36][CH2:37][c:38]3[cH:39][cH:40][cH:41][cH:42][cH:43]3)[cH:22][c:23]([C:26]([F:27])([F:28])[F:29])[cH:24][cH:25]2)[c:9]([O:12][CH2:13][c:14]2[cH:15][cH:16][cH:17][cH:18][cH:19]2)[cH:10][cH:11]1)[OH:44]. Reactants: ClC1=CC(=C(C=N1)C#N)NC1=NC(=CC(=C1)C)C (6-chloro-4-[(4,6-dimethylpyridin-2-yl)amino]pyridine-3-carbonitrile), Cl.NC[C@H](C)NC(OC(C)(C)C)=O (tert-butyl [(2S)-1-aminopropan-2-yl]carbamate hydrochloride), C([O-])([O-])=O.[Cs+].[Cs+] (cesium carbonate), CC1(C2=C(C(=CC=C2)P(C3=CC=CC=C3)C4=CC=CC=C4)OC5=C(C=CC=C51)P(C6=CC=CC=C6)C7=CC=CC=C7)C (Xantphos). Reagents/catalysts: C=1C=CC(=CC1)/C=C/C(=O)/C=C/C2=CC=CC=C2.C=1C=CC(=CC1)/C=C/C(=O)/C=C/C2=CC=CC=C2.C=1C=CC(=CC1)/C=C/C(=O)/C=C/C2=CC=CC=C2.[Pd].[Pd] (Pd2(dba)3). The solvent is O1CCOCC1 (1,4-dioxane). Reaction conditions: temperature 80 celsius. Product: C(#N)C=1C(=CC(=NC1)NC[C@H](C)NC(OC(C)(C)C)=O)NC1=NC(=CC(=C1)C)C (tert-butyl [(2S)-1-({5-cyano-4-[(4,6-dimethylpyridin-2-yl)amino]pyridin-2-yl}amino)propan-2-yl]carbamate). RXN SMILES: Cl[C:2]1[N:7]=[CH:6][C:5]([C:8]#[N:9])=[C:4]([NH:10][C:11]2[CH:16]=[C:15]([CH3:17])[CH:14]=[C:13]([CH3:18])[N:12]=2)[CH:3]=1.Cl.[NH2:20][CH2:21][C@@H:22]([NH:24][C:25](=[O:31])[O:26][C:27]([CH3:30])([CH3:29])[CH3:28])[CH3:23].C(=O)([O-])[O-].[Cs+].[Cs+].CC1(C)C2C(=C(P(C3C=CC=CC=3)C3C=CC=CC=3)C=CC=2)OC2C(P(C3C=CC=CC=3)C3C=CC=CC=3)=CC=CC1=2>O1CCOCC1.C1C=CC(/C=C/C(/C=C/C2C=CC=CC=2)=O)=CC=1.C1C=CC(/C=C/C(/C=C/C2C=CC=CC=2)=O)=CC=1.C1C=CC(/C=C/C(/C=C/C2C=CC=CC=2)=O)=CC=1.[Pd].[Pd]>[C:8]([C:5]1[C:4]([NH:10][C:11]2[CH:16]=[C:15]([CH3:17])[CH:14]=[C:13]([CH3:18])[N:12]=2)=[CH:3][C:2]([NH:20][CH2:21][C@@H:22]([NH:24][C:25](=[O:31])[O:26][C:27]([CH3:30])([CH3:29])[CH3:28])[CH3:23])=[N:7][CH:6]=1)#[N:9] |f:1.2,3.4.5,8.9.10.11.12|. Procedure: To a solution of 6-chloro-4-[(4,6-dimethylpyridin-2-yl)amino]pyridine-3-carbonitrile (PrepEx 1.2) (50 mg, 0.19 mmol) in 1,4-dioxane (0.8 mL) was added tert-butyl [(2S)-1-aminopropan-2-yl]carbamate hydrochloride (61 mg, 0.29 mmol) and cesium carbonate (126 mg, 0.387 mmol). The mixture was purged with argon, and then Pd2(dba)3 (4 mg, 0.004 mmol) and Xantphos (7 mg, 0.012 mmol) were added. The reaction mixture was heated to 80° C. After complete consumption of starting material (as determined by LC...